From a dataset of the Open Reaction Database (ORD), a public repository of structured organic reaction records. describe an organic reaction: reactants, conditions, products, and yield The reactants are C(CCCCCCCCC)(=O)C1=CC=C(C(C(=O)O)=C1)O (5-n-decanoylsalicylic acid), P(Cl)(Cl)Cl (phosphorous trichloride), [N+](=O)([O-])C1=CC=C(N)C=C1 (p-nitroaniline). Run in ClC1=CC=CC=C1 (chlorobenzene). Conditions: temperature 60 celsius. The product is C(CCCCCCCCC)(=O)C1=CC=C(C(C(=O)NC2=CC=C(C=C2)[N+](=O)[O-])=C1)O (5-n-decanoyl-4'-nitrosalicylanilide). Yield: 23.2%. As a reaction SMILES: [C:1]([C:12]1[CH:20]=[C:16]([C:17]([OH:19])=O)[C:15]([OH:21])=[CH:14][CH:13]=1)(=[O:11])[CH2:2][CH2:3][CH2:4][CH2:5][CH2:6][CH2:7][CH2:8][CH2:9][CH3:10].P(Cl)(Cl)Cl.[N+:26]([C:29]1[CH:35]=[CH:34][C:32]([NH2:33])=[CH:31][CH:30]=1)([O-:28])=[O:27]>ClC1C=CC=CC=1>[C:1]([C:12]1[CH:20]=[C:16]([C:17]([NH:33][C:32]2[CH:34]=[CH:35][C:29]([N+:26]([O-:28])=[O:27])=[CH:30][CH:31]=2)=[O:19])[C:15]([OH:21])=[CH:14][CH:13]=1)(=[O:11])[CH2:2][CH2:3][CH2:4][CH2:5][CH2:6][CH2:7][CH2:8][CH2:9][CH3:10]. Reported procedure: In a 100 ml round-bottom flask fitted with a condenser and drying tube is placed 5-n-decanoylsalicylic acid (1.85 g., 6.7 mmoles), dry chlorobenzene (50 ml), and phosphorous trichloride (0.47 g., 3.4 mmoles). The mixture is then stirred by means of a magnetic stirring bar while the mixture is heated to 60° C. for three hours. The resulting solution is cooled to room temperature and 0.93 g. (6.7 mmoles) of p-nitroaniline is added. The mixture is then heated to 60° C. for three hours, with stirrin... The reactants are CCCCNC(=O)C(CC(O)C(CC1CCCCC1)N=[N+]=[N-])C(C)C, CO. Yields the product CCCCNC(=O)C(CC(O)C(N)CC1CCCCC1)C(C)C. RXN SMILES: [CH2:1]([CH2:2][CH2:3][CH3:4])[NH:5][C:6]([CH:7]([CH2:8][CH:9]([CH:10]([CH2:11][CH:12]1[CH2:13][CH2:14][CH2:15][CH2:16][CH2:17]1)[N:18]=[N+:19]=[N-:20])[OH:21])[CH:22]([CH3:23])[CH3:24])=[O:25].[CH3:26][OH:27]>>[CH2:1]([CH2:2][CH2:3][CH3:4])[NH:5][C:6]([CH:7]([CH2:8][CH:9]([CH:10]([CH2:11][CH:12]1[CH2:13][CH2:14][CH2:15][CH2:16][CH2:17]1)[NH2:18])[OH:21])[CH:22]([CH3:23])[CH3:24])=[O:25]. RXN SMILES: P(Cl)(Cl)([Cl:3])=O.[CH:6]([O:19][C:20]([CH2:22][O:23][N:24]=[C:25]([C:29]1[N:30]=[CH:31][S:32][CH:33]=1)[C:26](O)=[O:27])=[O:21])([C:13]1[CH:18]=[CH:17][CH:16]=[CH:15][CH:14]=1)[C:7]1[CH:12]=[CH:11][CH:10]=[CH:9][CH:8]=1.[CH3:34][N+:35]([CH3:38])=[CH:36][Cl:37].[Cl-].C[Si](CC(N)=O)(C)C.[NH2:48][CH:49]1[C:59](=[O:60])[N:51]2[C:52]([C:56]([OH:58])=[O:57])=[CH:53][CH2:54][S:55][C@H:50]12.C(=O)([O-])[O-].[K+].[K+].Cl>C(OCC)(=O)C.O1CCCC1.O.CN(C)C=O>[CH3:34][N+:35]([CH3:38])=[CH:36][Cl:37].[Cl-:3].[CH:6]([O:19][C:20]([CH2:22][O:23][N:24]=[C:25]([C:29]1[N:30]=[CH:31][S:32][CH:33]=1)[C:26]([NH:48][CH:49]1[C:59](=[O:60])[N:51]2[C:52]([C:56]([OH:58])=[O:57])=[CH:53][CH2:54][S:55][C@H:50]12)=[O:27])=[O:21])([C:13]1[CH:18]=[CH:17][CH:16]=[CH:15][CH:14]=1)[C:7]1[CH:12]=[CH:11][CH:10]=[CH:9][CH:8]=1 |f:2.3,6.7.8,14.15|. Procedure details: Vilsmeier reagent was prepared from phosphorus oxychloride (2.2 g) and N,N-dimethylformamide (1.0 g) in ethyl acetate (4 ml) in a usual manner. 2-(Benzhydryloxycarbonylmethoxyimino)-2-(4-thiazolyl)acetic acid (syn isomer) (4.8 g) was added to the stirred suspension of Vilsmeier reagent in ethyl acetate (40 ml) under ice-cooling and the mixture was stirred for 30 minutes at the same temperature to prepare an activated acid solution. Trimethylsilylacetamide (10.1 g) was added to the stirred suspen... Reaction conditions: time 30 minute. Starting materials: C(C1=CC=CC=C1)(C1=CC=CC=C1)OC(=O)CON=C(C(=O)O)C=1N=CSC1 (2-(Benzhydryloxycarbonylmethoxyimino)-2-(4-thiazolyl)acetic acid), C[N+](=CCl)C.[Cl-] (Vilsmeier reagent), C[Si](C)(C)CC(=O)N (Trimethylsilylacetamide), NC1[C@@H]2N(C(=CCS2)C(=O)O)C1=O (7-amino-3-cephem-4-carboxylic acid), P(=O)(Cl)(Cl)Cl (phosphorus oxychloride), C([O-])([O-])=O.[K+].[K+] (potassium carbonate), Cl (hydrochloric acid), aqueous solution. The solvent is C(C)(=O)OCC (ethyl acetate), O1CCCC1 (tetrahydrofuran), C(C)(=O)OCC (ethyl acetate), CN(C=O)C (N,N-dimethylformamide), O (Water), O (water). Product: C[N+](=CCl)C.[Cl-] (Vilsmeier reagent), C(C1=CC=CC=C1)(C1=CC=CC=C1)OC(=O)CON=C(C(=O)NC1[C@@H]2N(C(=CCS2)C(=O)O)C1=O)C=1N=CSC1 (7-[2-benzhydryloxycarbonylmethoxyimino-2-(4-thiazolyl)acetamido]-3-cephem-4-carboxylic acid).